Dataset: the Open Reaction Database (ORD), a public repository of structured organic reaction records. Task: describe an organic reaction: reactants, conditions, products, and yield Product: Nc1ccc(N2CCOCC2)c(F)c1F. As a reaction SMILES: [CH3:18][CH2:19][OH:20].[F:1][c:2]1[c:3]([N:12]2[CH2:13][CH2:14][O:15][CH2:16][CH2:17]2)[cH:4][cH:5][c:6]([N+:9]([O-:10])=[O:11])[c:7]1[F:8]>>[F:1][c:2]1[c:3]([N:12]2[CH2:13][CH2:14][O:15][CH2:16][CH2:17]2)[cH:4][cH:5][c:6]([NH2:9])[c:7]1[F:8]. Starting materials: CCO, O=[N+]([O-])c1ccc(N2CCOCC2)c(F)c1F. Reactants: C(C(C)C)N1C(C=2C(C1=O)=CC(=CC2)OC(C)C)=O (N-isobutyl-4-isopropyloxyphthalimide), O (water). Solvent: [BH4-].[K+] (potassium borohydride), CO (methanol). Conditions: temperature 20 celsius, time 17 hour. The product is C(C)(C)OC=1C=C2C(N(C(C2=CC1)=O)CC(C)C)O (5-isopropyloxy-3-hydroxy-2-isobutyl-2,3-dihydroisoindol-1-one). Yield: 92.4%. As a reaction SMILES: [CH2:1]([N:5]1[C:9](=[O:10])[C:8]2=[CH:11][C:12]([O:15][CH:16]([CH3:18])[CH3:17])=[CH:13][CH:14]=[C:7]2[C:6]1=[O:19])[CH:2]([CH3:4])[CH3:3].O>CO.[BH4-].[K+]>[CH:16]([O:15][C:12]1[CH:11]=[C:8]2[C:7](=[CH:14][CH:13]=1)[C:6](=[O:19])[N:5]([CH2:1][CH:2]([CH3:4])[CH3:3])[CH:9]2[OH:10])([CH3:18])[CH3:17] |f:3.4|. Procedure details: 5-Isopropyloxy-3-hydroxy-2-isobutyl-2,3-dihydroisoindol-1-one is prepared as described in Example 1, starting with 1.16 g of N-isobutyl-4-isopropyloxyphthalimide in 20 cm3 of methanol and 0.24 g of potassium borohydride. The reaction mixture is stirred at a temperature in the region of 20° C. for 17 hours and then cooled to a temperature in the region of 0° C. and 30 cm3 of distilled water are added dropwise. The methanol is then partially evaporated off under reduced pressure (2 kPa) at a tempe... Reactants: CCCCCCI, C1CCOC1, [Li]CCCC, CCCCCC, O=C(O)c1ccsc1C(=O)O. Yields the product CCCCCCc1cc(C(=O)O)c(C(=O)O)s1. As a reaction SMILES: [CH2:23]([I:24])[CH2:25][CH2:26][CH2:27][CH2:28][CH3:29].[CH2:30]1[O:31][CH2:32][CH2:33][CH2:34]1.[CH3:12][CH2:13][CH2:14][CH2:15][Li:16].[CH3:17][CH2:18][CH2:19][CH2:20][CH2:21][CH3:22].[s:1]1[c:2]([C:9](=[O:10])[OH:11])[c:3]([C:6](=[O:7])[OH:8])[cH:4][cH:5]1>>[s:1]1[c:2]([C:9](=[O:10])[OH:11])[c:3]([C:6](=[O:7])[OH:8])[cH:4][c:5]1[CH2:17][CH2:18][CH2:19][CH2:20][CH2:21][CH3:22]. Starting materials: [OH-].[Na+] (sodium hydroxide), OO (hydrogen peroxide), OO (hydrogen peroxide), C1C2=C(CC3=C1NC4=CC=CC=C4C3=O)NC5=CC=CC=C5C2=O (6,13-dihydroquinacridone), polyvinylpyrrolidone, C1=CC=C2C(=C1)C(=O)C3=CC4=C(C=C3N2)C(=O)C5=CC=CC=C5N4.C=O.C1(=CC=CC2=CC=CC=C12)S(=O)(=O)O (quinacridone naphthalene sulfonic acid formaldehyde), phthalimidomethyl-quinacridone. Reagents/catalysts: C1=CC=CC=2C(C3=CC=CC=C3C(C12)=O)=O (anthraquinone). Run in O (water), CO (methanol). Conditions: temperature 23.5 celsius, time 10 minute. The product is C1=CC=C2C(=C1)C(=O)C3=CC4=C(C=C3N2)C(=O)C5=CC=CC=C5N4 (quinacridone). RXN SMILES: [CH2:1]1[C:6]2[NH:7][C:8]3[C:13]([C:14](=[O:15])[C:5]=2[CH2:4][C:3]2[NH:16][C:17]4[C:22]([C:23](=[O:24])[C:2]1=2)=[CH:21][CH:20]=[CH:19][CH:18]=4)=[CH:12][CH:11]=[CH:10][CH:9]=3.C1C=C2C(C3C(NC2=CC=1)=CC1C(C2C(NC=1C=3)=CC=CC=2)=O)=O.C=O.C1(S(O)(=O)=O)C2C(=CC=CC=2)C=CC=1.[OH-].[Na+].OO>C1C2C(=O)C3C(=CC=CC=3)C(=O)C=2C=CC=1.O.CO>[CH:20]1[CH:21]=[C:22]2[C:23]([C:2]3[C:3]([NH:16][C:17]2=[CH:18][CH:19]=1)=[CH:4][C:5]1[C:14]([C:13]2[C:8]([NH:7][C:6]=1[CH:1]=3)=[CH:9][CH:10]=[CH:11][CH:12]=2)=[O:15])=[O:24] |f:1.2.3,4.5|. Procedure details: A one liter flask equipped with a thermometer, stirrer and condenser is charged with 50 g 6,13-dihydroquinacridone, 200 ml methanol, 1 g polyvinylpyrrolidone powder (Luviskol® K-30, BASF) and 7 g of the aqueous presscake of the nanosize quinacridone/naphthalene sulfonic acid formaldehyde polymer mixture according to Example 1 are stirred at 20-27° C. for 10 minutes. 50 g 50% aqueous sodium hydroxide are added. The mixture is stirred under a slow flow of nitrogen at 50-53° C. for one hour. 0.8 g ... The reactants are C(Cl)(Cl)(Cl)Cl (carbon tetrachloride), C1(=CC=CC=C1)P(C1=CC=CC=C1)C1=CC=CC=C1 (triphenylphosphine), C(C)(=O)N1C(C(C2=CC(=CC=C12)C(C)=O)=C(O)C1=NC=CN=C1)=O (1,5-diacetyl-3-[pyrazin-2-yl-hydroxy-methylidene]-2-indolinone). The solvent is O1CCOCC1 (dioxane). Product: C(C)(=O)N1C(C(C2=CC(=CC=C12)C(C)=O)=C(C1=NC=CN=C1)Cl)=O (1,5-diacetyl-3-[chloro-(pyrazin-2-yl)-methylidene]-2-indolinone). As a reaction SMILES: [C:1]([N:4]1[C:12]2[C:7](=[CH:8][C:9]([C:13](=[O:15])[CH3:14])=[CH:10][CH:11]=2)[C:6](=[C:16]([C:18]2[CH:23]=[N:22][CH:21]=[CH:20][N:19]=2)O)[C:5]1=[O:24])(=[O:3])[CH3:2].C(Cl)(Cl)(Cl)[Cl:26].C1(P(C2C=CC=CC=2)C2C=CC=CC=2)C=CC=CC=1>O1CCOCC1>[C:1]([N:4]1[C:12]2[C:7](=[CH:8][C:9]([C:13](=[O:15])[CH3:14])=[CH:10][CH:11]=2)[C:6](=[C:16]([Cl:26])[C:18]2[CH:23]=[N:22][CH:21]=[CH:20][N:19]=2)[C:5]1=[O:24])(=[O:3])[CH3:2]. Reported procedure: 1.2 g (3.7 mmol) 1,5-diacetyl-3-[pyrazin-2-yl-hydroxy-methylidene]-2-indolinone (Ex. V.23) are dissolved in 50 ml dioxane and refluxed with 2 ml carbon tetrachloride and 2 g triphenylphosphine for 5 h. Then the mixture is left to cool and evaporated down. The residue is chromatographed through a silica gel column with methylene chloride/methanol 25:1, the corresponding fractions are combined and concentrated by rotary evaporation. The reactants are N=1SN=C2C1C=CC=C2C=O (2,1,3-benzothiadiazole-4-aldehyde), NC1=NNC=C1 (3-aminopyrazole), O=C(CC(=O)OCC)CCC (ethyl 3-ketohexanoate). The product is N=1SN=C2C1C=CC=C2C2C=1C(NC(=C2C(=O)OCC)CCC)=NNC1 (Ethyl 4-(2,1,3-benzothiadiazol-4-yl)-4,7-dihydro-6-propyl-2H-pyrazolo[3,4-b]pyridine-5-carboxylate). RXN SMILES: [N:1]1[S:2][N:3]=[C:4]2[C:9]([CH:10]=O)=[CH:8][CH:7]=[CH:6][C:5]=12.[NH2:12][C:13]1[CH:17]=[CH:16][NH:15][N:14]=1.O=[C:19]([CH2:26][CH2:27][CH3:28])[CH2:20][C:21]([O:23][CH2:24][CH3:25])=[O:22]>>[N:1]1[S:2][N:3]=[C:4]2[C:9]([CH:10]3[C:20]([C:21]([O:23][CH2:24][CH3:25])=[O:22])=[C:19]([CH2:26][CH2:27][CH3:28])[NH:12][C:13]4=[N:14][NH:15][CH:16]=[C:17]34)=[CH:8][CH:7]=[CH:6][C:5]=12. Procedure details: The title compound was prepared from 2,1,3-benzothiadiazole-4-aldehyde, 3-aminopyrazole and ethyl 3-ketohexanoate in the same manner as in Example 25. The reactants are CO, Cn1ncc(C(F)(F)F)c1-c1csc(C(=O)NC(Cc2ccccc2C(F)(F)F)CN2C(=O)c3ccccc3C2=O)c1. Product: Cn1ncc(C(F)(F)F)c1-c1csc(C(=O)NC(CN)Cc2ccccc2C(F)(F)F)c1. Reaction SMILES: [CH3:43][OH:44].[O:1]=[C:2]1[N:3]([CH2:12][CH:13]([CH2:14][c:15]2[c:16]([C:21]([F:22])([F:23])[F:24])[cH:17][cH:18][cH:19][cH:20]2)[NH:25][C:26](=[O:27])[c:28]2[s:29][cH:30][c:31](-[c:33]3[c:34]([C:39]([F:40])([F:41])[F:42])[cH:35][n:36][n:37]3[CH3:38])[cH:32]2)[C:10](=[O:11])[c:5]2[c:4]1[cH:9][cH:8][cH:7][cH:6]2>>[NH2:3][CH2:12][CH:13]([CH2:14][c:15]1[c:16]([C:21]([F:22])([F:23])[F:24])[cH:17][cH:18][cH:19][cH:20]1)[NH:25][C:26](=[O:27])[c:28]1[s:29][cH:30][c:31](-[c:33]2[c:34]([C:39]([F:40])([F:41])[F:42])[cH:35][n:36][n:37]2[CH3:38])[cH:32]1.